From a dataset of the Open Reaction Database (ORD), a public repository of structured organic reaction records. describe an organic reaction: reactants, conditions, products, and yield Starting materials: O (water), [H-].[Al+3].[Li+].[H-].[H-].[H-] (lithium aluminium hydride), C1([C@H]2[C@@H](C(N1)=O)CCCC2)=O (cis-hexahydrophthalimide). The solvent is C(C)OCC (diethyl ether), O1CCCC1 (tetrahydrofuran). The product is [C@@H]12CCCC[C@H]2CNC1 (Cis-8-azabicyclo[4,3,0]nonane). Reaction SMILES: [H-].[Al+3].[Li+].[H-].[H-].[H-].[C:7]1(=O)[NH:11][C:10](=O)[C@H:9]2[CH2:13][CH2:14][CH2:15][CH2:16][C@@H:8]12.O>C(OCC)C.O1CCCC1>[C@@H:8]12[CH2:7][NH:11][CH2:10][C@@H:9]1[CH2:13][CH2:14][CH2:15][CH2:16]2 |f:0.1.2.3.4.5|. Procedure: To a slurry of lithium aluminium hydride (17.1 g) in dry diethyl ether (375 ml) under a nitrogen atmosphere, cis-hexahydrophthalimide (23.0 g) in dry tetrahydrofuran (300 ml) was added over a two-hour period. The mixture was refluxed for 2.5 hours, cooled and treated very slowly with excess of water. The precipitate was filtered off and the filtrate was evaporated to yield the title compound as a viscous oil, which was used in the next step without purification. Reactants: CSC1=NN=C(C(N1)=O)CC1=CC(=CC=C1)OC (3-Methylthio-6-(3-methoxybenzyl)-1,2,4-triazin-5-one), S1C(=NC=C1)CSCCN (2-(2-thiazolylmethylthio)ethylamine). The product is S1C(=NC=C1)CSCCNC1=NN=C(C(N1)=O)CC1=CC(=CC=C1)OC (3-[2-(2-Thiazolylmethylthio)ethylamino]-6-(3-methoxybenzyl)-1,2,4-triazin-5-one). Yield: 47.6%. Reaction SMILES: CS[C:3]1[NH:8][C:7](=[O:9])[C:6]([CH2:10][C:11]2[CH:16]=[CH:15][CH:14]=[C:13]([O:17][CH3:18])[CH:12]=2)=[N:5][N:4]=1.[S:19]1[CH:23]=[CH:22][N:21]=[C:20]1[CH2:24][S:25][CH2:26][CH2:27][NH2:28]>>[S:19]1[CH:23]=[CH:22][N:21]=[C:20]1[CH2:24][S:25][CH2:26][CH2:27][NH:28][C:3]1[NH:8][C:7](=[O:9])[C:6]([CH2:10][C:11]2[CH:16]=[CH:15][CH:14]=[C:13]([O:17][CH3:18])[CH:12]=2)=[N:5][N:4]=1. Procedure: 3-Methylthio-6-(3-methoxybenzyl)-1,2,4-triazin-5-one (1.18 g) and 2-(2-thiazolylmethylthio)ethylamine (0.87 g) were heated together on an oil bath (160°-70°) for 3/4 hour. The resulting oil, after chromatography and crystallisation from ethanol, gave the title compound as a colourless solid (0.83 g) m.p. 128°-29°. Reported procedure: Following general procedure II, (S)-tert-butyl (1-(5-((6-chloro-3-propionyl-1,5-naphthyridin-4-yl)amino)pyridin-2-yl)piperidin-3-yl)carbamate (100 mg, 0.20 mmol) was reacted with 2-chloro-6-fluoro-4-(4,4,5,5-tetramethyl-1,3,2-dioxaborolan-2-yl)phenol (83 mg, 0.31 mmol) to afford the product (102 mg) which was carried forward without any purification: ESI MS m/z 621 [M+H]+. As a reaction SMILES: Cl[C:2]1[N:3]=[C:4]2[C:9](=[CH:10][CH:11]=1)[N:8]=[CH:7][C:6]([C:12](=[O:15])[CH2:13][CH3:14])=[C:5]2[NH:16][C:17]1[CH:18]=[CH:19][C:20]([N:23]2[CH2:28][CH2:27][CH2:26][C@H:25]([NH:29][C:30](=[O:36])[O:31][C:32]([CH3:35])([CH3:34])[CH3:33])[CH2:24]2)=[N:21][CH:22]=1.[Cl:37][C:38]1[CH:43]=[C:42](B2OC(C)(C)C(C)(C)O2)[CH:41]=[C:40]([F:53])[C:39]=1[OH:54]>>[Cl:37][C:38]1[CH:43]=[C:42]([C:2]2[N:3]=[C:4]3[C:9](=[CH:10][CH:11]=2)[N:8]=[CH:7][C:6]([C:12](=[O:15])[CH2:13][CH3:14])=[C:5]3[NH:16][C:17]2[CH:18]=[CH:19][C:20]([N:23]3[CH2:28][CH2:27][CH2:26][C@H:25]([NH:29][C:30](=[O:36])[O:31][C:32]([CH3:34])([CH3:33])[CH3:35])[CH2:24]3)=[N:21][CH:22]=2)[CH:41]=[C:40]([F:53])[C:39]=1[OH:54]. Isolated yield 82.1%. Yields the product ClC=1C=C(C=C(C1O)F)C=1N=C2C(=C(C=NC2=CC1)C(CC)=O)NC=1C=CC(=NC1)N1C[C@H](CCC1)NC(OC(C)(C)C)=O ((S)-tert-butyl (1-(5-((6-(3-chloro-5-fluoro-4-hydroxyphenyl)-3-propionyl-1,5-naphthyridin-4-yl)amino)pyridin-2-yl)piperidin-3-yl)carbamate). The reactants are ClC=1N=C2C(=C(C=NC2=CC1)C(CC)=O)NC=1C=CC(=NC1)N1C[C@H](CCC1)NC(OC(C)(C)C)=O ((S)-tert-butyl (1-(5-((6-chloro-3-propionyl-1,5-naphthyridin-4-yl)amino)pyridin-2-yl)piperidin-3-yl)carbamate), ClC1=C(C(=CC(=C1)B1OC(C(O1)(C)C)(C)C)F)O (2-chloro-6-fluoro-4-(4,4,5,5-tetramethyl-1,3,2-dioxaborolan-2-yl)phenol). The reactants are [Br-], CC(C)C[Mg+], C1CCOC1, COC(=O)c1ccc(C=O)cc1. Yields the product COC(=O)c1ccc(C(O)CC(C)C)cc1. As a reaction SMILES: [Br-:13].[CH2:14]([CH:15]([CH3:16])[CH3:17])[Mg+:18].[CH2:19]1[O:20][CH2:21][CH2:22][CH2:23]1.[CH3:1][O:2][C:3]([c:4]1[cH:5][cH:6][c:7]([CH:10]=[O:11])[cH:8][cH:9]1)=[O:12]>>[CH3:1][O:2][C:3]([c:4]1[cH:5][cH:6][c:7]([CH:10]([OH:11])[CH2:14][CH:15]([CH3:16])[CH3:17])[cH:8][cH:9]1)=[O:12]. Starting materials: Cl.COC(C1=CC=C(C=C1)NC1=CC=NC2=CC(=CC=C12)Cl)=O (4-[(7-Chloro-4-quinolinyl)amino]benzoic acid methyl ester hydrochloride), Cl (HCl). The solvent is [OH-].[K+] (KOH), O (water). Yields the product ClC1=CC=C2C(=CC=NC2=C1)NC1=CC=C(C(=O)O)C=C1 (4-[(7-Chloro-4-quinolinyl)amino]benzoic acid). Isolated yield 72.6%. RXN SMILES: Cl.C[O:3][C:4](=[O:23])[C:5]1[CH:10]=[CH:9][C:8]([NH:11][C:12]2[C:21]3[C:16](=[CH:17][C:18]([Cl:22])=[CH:19][CH:20]=3)[N:15]=[CH:14][CH:13]=2)=[CH:7][CH:6]=1.Cl>[OH-].[K+].O>[Cl:22][C:18]1[CH:17]=[C:16]2[C:21]([C:12]([NH:11][C:8]3[CH:7]=[CH:6][C:5]([C:4]([OH:23])=[O:3])=[CH:10][CH:9]=3)=[CH:13][CH:14]=[N:15]2)=[CH:20][CH:19]=1 |f:0.1,3.4|. Reported procedure: 4-[(7-Chloro-4-quinolinyl)amino]benzoic acid methyl ester hydrochloride (15.0 g, 43.0 mmol) is stirred in 150 mL of 1N KOH (aq) and refluxed for 1.5 hours, over which time the material dissolves. The hot solution is then poured into a 1 L Erlenmeyer flask containing a stirring solution of 107 mL of 1N HCl (aq) in 500 mL of water. A yellow solid forms immediately and the mixture is allowed to cool to room temperature. The solid is filtered and washed with cold methanol and ether, and allowed to a... Reactants: COC(=O)C(=O)c1ccc(OCCCCSc2ccc3ccccc3c2)cc1, CO, CC(C)=O, [Na+], [OH-]. Product: O=C(O)C(=O)c1ccc(OCCCCSc2ccc3ccccc3c2)cc1. Reaction SMILES: [CH3:1][O:2][C:3]([C:4]([c:5]1[cH:6][cH:7][c:8]([O:11][CH2:12][CH2:13][CH2:14][CH2:15][S:16][c:17]2[cH:18][c:19]3[cH:20][cH:21][cH:22][cH:23][c:24]3[cH:25][cH:26]2)[cH:9][cH:10]1)=[O:27])=[O:28].[CH3:31][OH:32].[CH3:33][C:34](=[O:35])[CH3:36].[Na+:30].[OH-:29]>>[O:2]=[C:3]([C:4]([c:5]1[cH:6][cH:7][c:8]([O:11][CH2:12][CH2:13][CH2:14][CH2:15][S:16][c:17]2[cH:18][c:19]3[cH:20][cH:21][cH:22][cH:23][c:24]3[cH:25][cH:26]2)[cH:9][cH:10]1)=[O:27])[OH:28]. Starting materials: [Al+3], CC(C)(C)OC(=O)N(CC(=O)O)C1CCCCC1, CCOCC, [H-], [H-], [H-], [H-], [K+], [Li+], O, O=S(=O)([O-])O. Product: CC(C)(C)OC(=O)N(CC=O)C1CCCCC1. RXN SMILES: [Al+3:20].[C:1](=[O:2])([O:3][C:4]([CH3:5])([CH3:6])[CH3:7])[N:8]([CH2:9][C:10](=[O:11])[OH:12])[CH:13]1[CH2:14][CH2:15][CH2:16][CH2:17][CH2:18]1.[CH3:31][CH2:32][O:33][CH2:34][CH3:35].[H-:19].[H-:22].[H-:23].[H-:24].[K+:30].[Li+:21].[OH2:36].[S:25](=[O:26])(=[O:27])([OH:28])[O-:29]>>[C:1](=[O:2])([O:3][C:4]([CH3:5])([CH3:6])[CH3:7])[N:8]([CH2:9][CH:10]=[O:11])[CH:13]1[CH2:14][CH2:15][CH2:16][CH2:17][CH2:18]1. Starting materials: Cl.ClC=1C(=NC=C(C(=O)OC(C)(C)C)C1)NN (tert-butyl 5-chloro-6-hydrazinonicotinate hydrochloride salt), COC(=N)C1=NC=CC=C1 (methylpyridine-2-carboximidoate). The solvent is CO (methanol). Run at temperature 65 celsius, time 2.5 hour. Product: ClC=1C=2N(C=C(C1)C(=O)OC(C)(C)C)C(=NN2)C2=NC=CC=C2 (tert-butyl 8-chloro-3-pyridin-2-yl[1,2,4]triazolo[4,3-a]pyridine-6-carboxylate), side product. Yield: 7.6%. RXN SMILES: Cl.[Cl:2][C:3]1[C:4]([NH:16][NH2:17])=[N:5][CH:6]=[C:7]([CH:15]=1)[C:8]([O:10][C:11]([CH3:14])([CH3:13])[CH3:12])=[O:9].CO[C:20]([C:22]1[CH:27]=[CH:26][CH:25]=[CH:24][N:23]=1)=N>CO>[Cl:2][C:3]1[C:4]2[N:5]([C:20]([C:22]3[CH:27]=[CH:26][CH:25]=[CH:24][N:23]=3)=[N:17][N:16]=2)[CH:6]=[C:7]([C:8]([O:10][C:11]([CH3:13])([CH3:14])[CH3:12])=[O:9])[CH:15]=1 |f:0.1|. Procedure details: To a solution of tert-butyl 5-chloro-6-hydrazinonicotinate hydrochloride salt (5.5 g, 17.4 mmol) in methanol (80 mL) was added methylpyridine-2-carboximidoate (4.73 g, 34.7 mmol). The mixture was heated to 65° C. After 2.5 h, the mixture was cooled to ambient temperature. The solid crashed out was filtered off and the filtrate was concentrated. Purification by silica gel chromatography (100% hexanes→60% hexanes/ethyl acetate) gave 0.44 g of the title compound and 1.3 g of a side product. The sid... Reactants: Cl (HCl), C(C)OC(=O)C1=C(N(C2=CC=C(C=C12)OC1=CC(=CC=C1)Cl)C1=CC=C(C=C1)N(CC)CC)CC(=O)OCC (5-(3-Chlorophenoxy)-1-(4-diethylaminophenyl)-2-ethoxycarbonylmethyl-indole-3-carboxylic acid ethyl ester), [OH-].[Na+] (NaOH), [OH-].[Na+] (NaOH). Solvent: O1CCOCC1 (dioxane). Product: C(=O)(O)CC=1N(C2=CC=C(C=C2C1C(=O)O)OC1=CC(=CC=C1)Cl)C1=CC=C(C=C1)N(CC)CC (2-Carboxymethyl-5-(3-chlorophenoxy)-1-(4-diethylaminophenyl)indole-3-carboxylic acid). RXN SMILES: C([O:3][C:4]([C:6]1[C:14]2[C:9](=[CH:10][CH:11]=[C:12]([O:15][C:16]3[CH:21]=[CH:20][CH:19]=[C:18]([Cl:22])[CH:17]=3)[CH:13]=2)[N:8]([C:23]2[CH:28]=[CH:27][C:26]([N:29]([CH2:32][CH3:33])[CH2:30][CH3:31])=[CH:25][CH:24]=2)[C:7]=1[CH2:34][C:35]([O:37]CC)=[O:36])=[O:5])C.[OH-].[Na+].Cl>O1CCOCC1>[C:35]([CH2:34][C:7]1[N:8]([C:23]2[CH:24]=[CH:25][C:26]([N:29]([CH2:30][CH3:31])[CH2:32][CH3:33])=[CH:27][CH:28]=2)[C:9]2[C:14]([C:6]=1[C:4]([OH:5])=[O:3])=[CH:13][C:12]([O:15][C:16]1[CH:21]=[CH:20][CH:19]=[C:18]([Cl:22])[CH:17]=1)=[CH:11][CH:10]=2)([OH:37])=[O:36] |f:1.2|. Procedure: A mixture of 5-(3-chlorophenoxy)-1-(4-diethylaminophenyl)-2-ethoxycarbonylmethyl-indole-3-carboxylic acid ethyl ester (100 mg, 0.18 mmol, see step (a) above), NaOH (1 M in methanol, 2 mL, 2.0 mmol), NaOH (aq, 1 M, 2 mL, 2.0 mmol) and dioxane (2 mL) was stirred at reflux for 4 h, cooled, acidified to pH 4 with HCl (aq, 1 M) and extracted with EtOAc. The combined extracts were washed with H2O and brine, dried (Na2SO4), concentrated and purified by chromatography. Yield 50 mg (56%), mp 186-191° C.